describe an organic reaction: reactants, conditions, products, and yield From a dataset of the Open Reaction Database (ORD), a public repository of structured organic reaction records. Starting materials: [H-].[Al+3].[Li+].[H-].[H-].[H-] (lithium aluminum hydride), C(C)OC([C@H]1N(C[C@@H](C1)O)S(=O)(=O)C)=O ((2S,4R)-N-methanesulfonyl-4-hydroxyproline ethyl ester), O (water). Run in O1CCCC1 (tetrahydrofuran), O1CCCC1 (tetrahydrofuran). Run at time 3 hour. Product: CS(=O)(=O)N1[C@@H](C[C@H](C1)O)CO ((2S,4R)-N-methanesulfonyl-4-hydroxy-2-hydroxymethylpyrrolidine). Yield: 87.0%. RXN SMILES: [H-].[Al+3].[Li+].[H-].[H-].[H-].C([O:9][C:10](=O)[C@@H:11]1[CH2:15][C@@H:14]([OH:16])[CH2:13][N:12]1[S:17]([CH3:20])(=[O:19])=[O:18])C.O>O1CCCC1>[CH3:20][S:17]([N:12]1[CH2:13][C@H:14]([OH:16])[CH2:15][C@H:11]1[CH2:10][OH:9])(=[O:19])=[O:18] |f:0.1.2.3.4.5|. Procedure details: To 360 ml of tetrahydrofuran was added 3.98 g (0.105 mol) of lithium aluminum hydride, and the mixture was stirred. To this mixture was slowly added dropwise a solution of 16.6 g (0.07 mol) of (2S,4R)-N-methanesulfonyl-4-hydroxyproline ethyl ester [III] in 200 ml of tetrahydrofuran under agitation and ice-cooling. After stirring the suspension at 0° C. for 3 hours and then at room temperature for 3 hours, 14 ml of water was added dropwise in small portions to the suspension under ice-cooling, an...